Dataset: the Open Reaction Database (ORD), a public repository of structured organic reaction records. Task: describe an organic reaction: reactants, conditions, products, and yield The reactants are C=CCCN(Cc1ccc(OC)cc1)C(=O)C(=C)CCCC(=O)OC, ClCCl, [Ru]. Yields the product COC(=O)CCCC1=CCCN(Cc2ccc(OC)cc2)C1=O. Reaction SMILES: [CH3:1][O:2][C:3]([CH2:4][CH2:5][CH2:6][C:7]([C:9]([N:10]([CH2:11][CH2:12][CH:13]=[CH2:8])[CH2:15][c:16]1[cH:17][cH:18][c:19]([O:22][CH3:23])[cH:20][cH:21]1)=[O:24])=[CH2:14])=[O:25].[Cl:26][CH2:27][Cl:28].[Ru:29]>>[CH3:1][O:2][C:3]([CH2:4][CH2:5][CH2:6][C:7]1=[CH:13][CH2:12][CH2:11][N:10]([CH2:15][c:16]2[cH:17][cH:18][c:19]([O:22][CH3:23])[cH:20][cH:21]2)[C:9]1=[O:24])=[O:25]. Product: C(C1=CC=CC=C1)OC1=C2C=CN=C(C2=CC=C1C)Cl (5-(benzyloxy)-1-chloro-6-methylisoquinoline). Procedure details: Into a 50-mL 3-necked round-bottom flask purged and maintained with an inert atmosphere of nitrogen, was placed 5-(benzyloxy)-6-methyl-1,2-dihydroisoquinolin-1-one (100 mg, 0.38 mmol, 1.00 equiv) and POCl3 (10 mL). The resulting solution was heated to reflux for 3 h in an oil bath. The resulting mixture was concentrated under vacuum. The resulting solution was diluted with 250 mL of ethyl acetate. The resulting mixture was washed with 2×150 mL of water and 2×150 mL of brine. The mixture was drie... Reaction SMILES: [CH2:1]([O:8][C:9]1[C:18]([CH3:19])=[CH:17][CH:16]=[C:15]2[C:10]=1[CH:11]=[CH:12][NH:13][C:14]2=O)[C:2]1[CH:7]=[CH:6][CH:5]=[CH:4][CH:3]=1.O=P(Cl)(Cl)[Cl:23]>>[CH2:1]([O:8][C:9]1[C:18]([CH3:19])=[CH:17][CH:16]=[C:15]2[C:10]=1[CH:11]=[CH:12][N:13]=[C:14]2[Cl:23])[C:2]1[CH:7]=[CH:6][CH:5]=[CH:4][CH:3]=1. Starting materials: C(C1=CC=CC=C1)OC1=C2C=CNC(C2=CC=C1C)=O (5-(benzyloxy)-6-methyl-1,2-dihydroisoquinolin-1-one), O=P(Cl)(Cl)Cl (POCl3). As a reaction SMILES: [CH3:1][c:2]1[c:3]([CH2:14][C:15](=[O:16])[OH:17])[c:4]2[cH:5][cH:6][cH:7][c:8]3[c:13]2[n:12]1[CH2:11][CH2:10][CH2:9]3.[Cl:27][CH2:28][Cl:29].[OH:23][N+:24]([O-:25])=[O:26].[S:18](=[O:19])(=[O:20])([OH:21])[OH:22]>>[CH3:1][c:2]1[c:3]([CH2:14][C:15](=[O:16])[OH:17])[c:4]2[cH:5][c:6]([N+:24](=[O:23])[O-:25])[cH:7][c:8]3[c:13]2[n:12]1[CH2:11][CH2:10][CH2:9]3. Product: Cc1c(CC(=O)O)c2cc([N+](=O)[O-])cc3c2n1CCC3. Starting materials: Cc1c(CC(=O)O)c2cccc3c2n1CCC3, ClCCl, O=[N+]([O-])O, O=S(=O)(O)O. Starting materials: N([C@@H](CCC(OC(C)(C)C)=O)C(=O)N[C@@H](CCCNC(NS(=O)(=O)C1=C(C)C=2CCC(C)(C)OC2C(C)=C1C)=N)C(=O)N[C@@H](C(C)C)C(=O)N[C@@H](CC(OCC=C)=O)C(=O)OCC1=CC=CC=C1)C(=O)OCC1C2=CC=CC=C2C2=CC=CC=C12 (Fmoc-Glu(OBut)-Arg(Pmc)-Val-Asp(OAllyl)-OBzl), N1CCCCC1 (piperidine). Run in CCCCCCC (heptane), ClCCl (dichloromethane). Reaction conditions: time 2 hour. Product: N[C@@H](CCC(OC(C)(C)C)=O)C(=O)N[C@@H](CCCNC(NS(=O)(=O)C1=C(C)C=2CCC(C)(C)OC2C(C)=C1C)=N)C(=O)N[C@@H](C(C)C)C(=O)N[C@@H](CC(OCC=C)=O)C(=O)OCC1=CC=CC=C1 (Glu(OtBu)-(L)Arg(Pmc)-Val-Asp(OAllyl)-OBzl). As a reaction SMILES: [NH:1](C(OCC1C2C(=CC=CC=2)C2C1=CC=CC=2)=O)[C@H:2]([C:12]([NH:14][C@H:15]([C:41]([NH:43][C@H:44]([C:48]([NH:50][C@H:51]([C:59]([O:61][CH2:62][C:63]1[CH:68]=[CH:67][CH:66]=[CH:65][CH:64]=1)=[O:60])[CH2:52][C:53](=[O:58])[O:54][CH2:55][CH:56]=[CH2:57])=[O:49])[CH:45]([CH3:47])[CH3:46])=[O:42])[CH2:16][CH2:17][CH2:18][NH:19][C:20](=[NH:40])[NH:21][S:22]([C:25]1[C:38]([CH3:39])=[C:36]([CH3:37])[C:35]2[O:34][C:31]([CH3:33])([CH3:32])[CH2:30][CH2:29][C:28]=2[C:26]=1[CH3:27])(=[O:24])=[O:23])=[O:13])[CH2:3][CH2:4][C:5](=[O:11])[O:6][C:7]([CH3:10])([CH3:9])[CH3:8].N1CCCCC1>ClCCl.CCCCCCC>[NH2:1][C@H:2]([C:12]([NH:14][C@H:15]([C:41]([NH:43][C@H:44]([C:48]([NH:50][C@H:51]([C:59]([O:61][CH2:62][C:63]1[CH:64]=[CH:65][CH:66]=[CH:67][CH:68]=1)=[O:60])[CH2:52][C:53](=[O:58])[O:54][CH2:55][CH:56]=[CH2:57])=[O:49])[CH:45]([CH3:47])[CH3:46])=[O:42])[CH2:16][CH2:17][CH2:18][NH:19][C:20](=[NH:40])[NH:21][S:22]([C:25]1[C:38]([CH3:39])=[C:36]([CH3:37])[C:35]2[O:34][C:31]([CH3:33])([CH3:32])[CH2:30][CH2:29][C:28]=2[C:26]=1[CH3:27])(=[O:23])=[O:24])=[O:13])[CH2:3][CH2:4][C:5](=[O:11])[O:6][C:7]([CH3:8])([CH3:9])[CH3:10]. Procedure: To a solution of Fmoc-Glu(OBut)-Arg(Pmc)-Val-Asp(OAllyl)-OBzl (SEQ ID NO: 37) (12.3 g, 10.3 mmol) in 105 mL of dichloromethane is added piperidine (3.5 g, 41.3 mmol) at ambient temperature. The mixture is stirred 2 hours, then diluted with heptane, concentrated to half volume, and left standing in the freezer overnight. The liquor is decanted from the oily residue, which is then taken up in dichloromethane. The solution is washed with 0.5M aqueous citric acid, water, and brine, dried (magnesium ... The reactants are ClC1=C(C=CC(=C1)Cl)[N+](=O)[O-] (2,4-dichloronitrobenzene), FC1=CC=C(C(C(=O)OC)=C1)N (methyl 5-fluoroanthranilate), Pd--C, CC1=C(C(=O)O)C(=CC(=C1)C)C (2,4,6-trimethylbenzoic acid), CC=1C=NC2=C3N=CC(=C(C3=CC=C2C1C)C)C (3,4,7,8-tetramethyl-1,10-phenanthroline). The solvent is C1(=CC=CC=C1)C (toluene). Conditions: temperature 180 celsius, time 2 hour. The product is ClC1=C(C=CC(=C1)Cl)N1C(NC2=CC=C(C=C2C1=O)F)=O (3-(2,4-dichlorophenyl)-6-fluoro-2,4(1H,3H)-quinazolinedione). Yield: 51.0%. Reaction SMILES: [Cl:1][C:2]1[CH:7]=[C:6]([Cl:8])[CH:5]=[CH:4][C:3]=1[N+:9]([O-])=O.[F:12][C:13]1[CH:22]=[C:17]([C:18](OC)=[O:19])[C:16]([NH2:23])=[CH:15][CH:14]=1.CC1C=C(C)C=C(C)C=1[C:27](O)=[O:28].CC1C=NC2C(C=1C)=CC=C1C=2N=CC(C)=C1C>C1(C)C=CC=CC=1>[Cl:1][C:2]1[CH:7]=[C:6]([Cl:8])[CH:5]=[CH:4][C:3]=1[N:9]1[C:18](=[O:19])[C:17]2[C:16](=[CH:15][CH:14]=[C:13]([F:12])[CH:22]=2)[NH:23][C:27]1=[O:28]. Reported procedure: 17.2% by weight of 2,4-dichloronitrobenzene, 15.6% by weight of methyl 5-fluoroanthranilate, 1.5% by weight of Pd--C (5%), 1.0% by weight of 2,4,6-trimethylbenzoic acid and 0.4% by weight of 3,4,7,8-tetramethyl-1,10-phenanthroline are dissolved in 64.3% by weight of toluene and filled into an HC-4 autoclave. A pressure of 100 bar of CO is set and the temperature is increased to 180° C. After 2 hours, the autoclave is allowed to cool, and the product is filtered off together with the active carbo... The reactants are COc1ccc2c(B3OC(C)(C)C(C)(C)O3)cccc2c1, Cc1nccn1Cc1cc(Cl)cnn1. The product is COc1ccc2c(-c3cnnc(Cn4ccnc4C)c3)cccc2c1. As a reaction SMILES: [CH3:1][O:2][c:3]1[cH:4][c:5]2[cH:6][cH:7][cH:8][c:9]([B:13]3[O:14][C:15]([CH3:16])([CH3:17])[C:18]([CH3:19])([CH3:20])[O:21]3)[c:10]2[cH:11][cH:12]1.[Cl:22][c:23]1[cH:24][c:25]([CH2:29][n:30]2[c:31]([CH3:35])[n:32][cH:33][cH:34]2)[n:26][n:27][cH:28]1>>[CH3:1][O:2][c:3]1[cH:4][c:5]2[cH:6][cH:7][cH:8][c:9](-[c:23]3[cH:24][c:25]([CH2:29][n:30]4[c:31]([CH3:35])[n:32][cH:33][cH:34]4)[n:26][n:27][cH:28]3)[c:10]2[cH:11][cH:12]1. Reactants: CC(C)(C)OC(=O)N1CCn2c(-c3ccccc3)nc(C(=O)NC(C(=O)O)C(C)(C)C)c2C1, CCN=C=NCCCN(C)C, CN(C)C=O, O, On1nnc2ccccc21, CC(N)=NO. Yields the product CC(N)=NOC(=O)C(NC(=O)c1nc(-c2ccccc2)n2c1CN(C(=O)OC(C)(C)C)CC2)C(C)(C)C. RXN SMILES: [C:1]([CH3:2])([CH3:3])([CH3:4])[O:5][C:6](=[O:7])[N:8]1[CH2:9][c:10]2[n:11]([c:14](-[c:28]3[cH:29][cH:30][cH:31][cH:32][cH:33]3)[n:15][c:16]2[C:17](=[O:18])[NH:19][CH:20]([C:21](=[O:22])[OH:23])[C:24]([CH3:25])([CH3:26])[CH3:27])[CH2:12][CH2:13]1.[CH3:34][CH2:35][N:36]=[C:37]=[N:38][CH2:39][CH2:40][CH2:41][N:42]([CH3:43])[CH3:44].[O:60]=[CH:61][N:62]([CH3:63])[CH3:64].[OH2:65].[OH:45][n:46]1[c:47]2[c:48]([cH:49][cH:50][cH:51][cH:52]2)[n:53][n:54]1.[OH:55][N:56]=[C:57]([CH3:58])[NH2:59]>>[C:1]([CH3:2])([CH3:3])([CH3:4])[O:5][C:6](=[O:7])[N:8]1[CH2:9][c:10]2[n:11]([c:14](-[c:28]3[cH:29][cH:30][cH:31][cH:32][cH:33]3)[n:15][c:16]2[C:17](=[O:18])[NH:19][CH:20]([C:21]([O:22][N:56]=[C:57]([CH3:58])[NH2:59])=[O:23])[C:24]([CH3:25])([CH3:26])[CH3:27])[CH2:12][CH2:13]1. The reactants are C(C1=CC=CC=C1)N1CC(C(C1)[N+](=O)[O-])C1=CC=C(C=C1)F (rac-(3R,4S)-1-benzyl-3-(4-fluoro-phenyl)-4-nitro-pyrrolidine). The reagents and catalysts are [Ti](Cl)(Cl)(Cl)Cl (Titanium (IV) chloride), [Zn] (zinc). Run in C1CCOC1 (THF), CCOCC (Et2O), C1CCOC1 (THF). Run at temperature 68 celsius. Yields the product C(C1=CC=CC=C1)N1CC(C(C1)C1=CC=C(C=C1)F)N (rac-(3S,4R)-1-benzyl-4-(4-fluoro-phenyl)-pyrrolidin-3-ylamine). The yield is 22.6%. RXN SMILES: [CH2:1]([N:8]1[CH2:12][CH:11]([N+:13]([O-])=O)[CH:10]([C:16]2[CH:21]=[CH:20][C:19]([F:22])=[CH:18][CH:17]=2)[CH2:9]1)[C:2]1[CH:7]=[CH:6][CH:5]=[CH:4][CH:3]=1>C1COCC1.CCOCC.[Ti](Cl)(Cl)(Cl)Cl.[Zn]>[CH2:1]([N:8]1[CH2:9][CH:10]([C:16]2[CH:17]=[CH:18][C:19]([F:22])=[CH:20][CH:21]=2)[CH:11]([NH2:13])[CH2:12]1)[C:2]1[CH:3]=[CH:4][CH:5]=[CH:6][CH:7]=1. Procedure: Titanium (IV) chloride (179.4 g, 0.94 mol) was added drop wise to a suspension of zinc powder (123.6 g, 1.89 mol) in THF (1200 ml). This solution was heated at 68° C. for one hour, then cooled to RT before rac-(3R,4S)-1-benzyl-3-(4-fluoro-phenyl)-4-nitro-pyrrolidine (94 g, 0.31 mol) in THF (400 ml) was added. The reaction mixture was then stirred at reflux over night. The reaction was cooled to RT, diluted with 3000 ml of Et2O, washed with an aqueous solution of NaHCO3 and the organic phases wer... The reactants are CCN(C(C)C)C(C)C ((iPr)2NEt), BrC1=C(C=CC(=C1)C1OCCO1)O (2-Bromo-4-(1,3-dioxolan-2-yl)phenol), COC(Cl)Cl (methoxymethylene chloride). Solvent: C(Cl)Cl (CH2Cl2). Conditions: time 1 hour. Yields the product BrC=1C=C(C=CC1OCOC)C1OCCO1 (2-(3-Bromo-4-(methoxymethoxy)phenyl)-1,3-dioxolane). Isolated yield 93.4%. As a reaction SMILES: CCN(C(C)C)C(C)C.[Br:10][C:11]1[CH:16]=[C:15]([CH:17]2[O:21][CH2:20][CH2:19][O:18]2)[CH:14]=[CH:13][C:12]=1[OH:22].[CH3:23][O:24][CH:25](Cl)Cl>C(Cl)Cl>[Br:10][C:11]1[CH:16]=[C:15]([CH:17]2[O:18][CH2:19][CH2:20][O:21]2)[CH:14]=[CH:13][C:12]=1[O:22][CH2:23][O:24][CH3:25]. Procedure: (iPr)2NEt (6.0 mL, 35.0 mmol) was added dropwise to a stirred and cooled (0° C.) solution of alcohol 3a (4.0 g, 16.3 mmol) in CH2Cl2 (50 mL). After 15 min methoxymethylene chloride (MOMCl) (1.6 mL, 28 mmol) was added dropwise over a period of 5 min, and stirring was continued for 1 h. The cold bath was removed, and stirring was continued for 12 h. The reaction mixture was diluted with water (10 mL) and extracted with CH2Cl2. The combined organic extracts were washed with brine, dried over Na2SO4...